This data is from the Open Reaction Database (ORD), a public repository of structured organic reaction records. The task is: describe an organic reaction: reactants, conditions, products, and yield The reactants are OO (hydrogen peroxide), O=C1C2=CC(=CC=C2C=2C=CC(=CC12)C(=O)O)C(=O)O (9-oxo-fluorene-2,7-dicarboxylic acid), ice water. The solvent is S(O)(O)(=O)=O (sulfuric acid). Product: O=C1C2=C(C3=C(O1)C=C(C=C3)C(=O)O)C=CC(=C2)C(=O)O (6-oxo-6H-dibenzo[b,d]pyran-3,8-dicarboxylic acid). As a reaction SMILES: [O:1]=[C:2]1[C:14]2[CH:13]=[C:12]([C:15]([OH:17])=[O:16])[CH:11]=[CH:10][C:9]=2[C:8]2[C:3]1=[CH:4][C:5]([C:18]([OH:20])=[O:19])=[CH:6][CH:7]=2.[OH:21]O>S(=O)(=O)(O)O>[O:21]=[C:2]1[O:1][C:14]2[CH:13]=[C:12]([C:15]([OH:17])=[O:16])[CH:11]=[CH:10][C:9]=2[C:8]2[CH:7]=[CH:6][C:5]([C:18]([OH:20])=[O:19])=[CH:4][C:3]1=2. Procedure: A suspension of 12.0 g (0.045 mole) of 9-oxo-fluorene-2,7-dicarboxylic acid in 100 ml of concentrated sulfuric acid is slowly reacted with 12.0 ml of a 30% hydrogen peroxide solution. The reaction is strongly exothermic and is controlled by cooling the stirred reaction mixture in a water bath. The cooled reaction mixture is poured onto 500 ml of an ice water mixture, filtered and washed with water. The residue is resuspended in water, stirred, filtered and washed with a total of about 350 ml of ... Starting materials: C(C)(=O)C1=CC=CC=C1 (Acetophenone), [K] (potassium). Run in CCOCC (ether), C1(=CC=CC=C1)C (toluene), CCOCC (ether). Reaction conditions: temperature 70 celsius. Product: C(C)(=O)C1=CC=CC=C1.[K] (Potassium Acetophenone). As a reaction SMILES: [C:1]([C:4]1[CH:9]=[CH:8][CH:7]=[CH:6][CH:5]=1)(=[O:3])[CH3:2].[K:10]>CCOCC.C1(C)C=CC=CC=1>[C:1]([C:4]1[CH:9]=[CH:8][CH:7]=[CH:6][CH:5]=1)(=[O:3])[CH3:2].[K:10] |f:4.5,^1:9,31|. Reported procedure: Acetophenone Oximate 46 g, dissolved in 400 ml dry ether was added dropwise to a stirred suspension of 12.54 g powdered potassium in 150 ml dry toluene and 150 ml dry ether. After refluxing for 48 hours, and filtering, the solid was washed several times with dry ether, and dried under high vacuum. The solid was purified by dispersing 10 gm in a mixture of 50 ml acetonitrile and 100 ml dimethyl sulphoxide. The mixture was heated to 70° C., filtered hot, and allowed to cool. The colourless solid w... Starting materials: COC(=O)C1=NC=CN=C1N (Methyl-3-aminopyrazine-2-carboxylate), [H-].[Al+3].[Li+].[H-].[H-].[H-] (Lithium aluminium hydride). Run in O1CCCC1 (tetrahydrofuran). Run at temperature 9 celsius, time 3 hour. Product: NC=1C(=NC=CN1)CO ((3-amino-pyrazin-2-yl)-methanol). Reaction SMILES: C[O:2][C:3]([C:5]1[C:10]([NH2:11])=[N:9][CH:8]=[CH:7][N:6]=1)=O.[H-].[Al+3].[Li+].[H-].[H-].[H-]>O1CCCC1>[NH2:11][C:10]1[C:5]([CH2:3][OH:2])=[N:6][CH:7]=[CH:8][N:9]=1 |f:1.2.3.4.5.6|. Reported procedure: Methyl-3-aminopyrazine-2-carboxylate (14.22 g, 93 mmol) was suspended in tetrahydrofuran (1 L) and cooled under a nitrogen atmosphere in a methanol/ice bath. Lithium aluminium hydride (100 ml, 1M solution in diethyl ether, 100 mmol) was added at such a rate to maintain the temperature between 8-10° C. Once addition was complete the reaction was stirred at room temperature for 3 hours and then heated at reflux for 20 minutes. The reaction was then cooled to 0° C. and quenched with water (30 mL in... Starting materials: P(=O)(Cl)(Cl)Cl (phosphorus oxychloride), CN(C=O)C (N,N-dimethylformamide), C1(CCCC1)CNC(CC1=CC=C2C=CNC2=C1)=O (N-cyclopentylmethylindole-6-acetamide), CN(C=O)C (N,N-dimethylformamide), [OH-].[Na+] (sodium hydroxide). Reaction conditions: time 15 minute. Yields the product C1(CCCC1)CNC(CC1=CC=C2C(=CNC2=C1)C=O)=O (N-cyclopentylmethyl-3-formylindole-6-acetamide). Yield: 58.0%. As a reaction SMILES: P(Cl)(Cl)(Cl)=O.[CH:6]1([CH2:11][NH:12][C:13](=[O:24])[CH2:14][C:15]2[CH:23]=[C:22]3[C:18]([CH:19]=[CH:20][NH:21]3)=[CH:17][CH:16]=2)[CH2:10][CH2:9][CH2:8][CH2:7]1.[OH-].[Na+].CN(C)[CH:29]=[O:30]>>[CH:6]1([CH2:11][NH:12][C:13](=[O:24])[CH2:14][C:15]2[CH:23]=[C:22]3[C:18]([C:19]([CH:29]=[O:30])=[CH:20][NH:21]3)=[CH:17][CH:16]=2)[CH2:10][CH2:9][CH2:8][CH2:7]1 |f:2.3|. Reported procedure: N,N-dimethylformamide (0.53 ml) was cooled to 0° under an atmosphere of nitrogen and treated with phosphorus oxychloride (0.17 ml). This solution was stirred at 0° for 15 min and treated with a solution of N-cyclopentylmethylindole-6-acetamide (Example 1, part h), (0.40 g) in N,N-dimethylformamide (4 ml). The yellow mixture was stirred for 30 min and then brought to pH 14 by the addition of ice and 20% (w/v) aqueous sodium hydroxide. The mixture was heated to reflux for 5 min and allowed to cool... The reactants are C1CCOC1, CCCCc1nocc1COc1ccc(C(=O)OC)cn1, CO, Cl, [Li+], [OH-], O, O. Product: CCCCc1nocc1COc1ccc(C(=O)O)cn1. RXN SMILES: [CH2:28]1[O:29][CH2:30][CH2:31][CH2:32]1.[CH3:1][O:2][C:3]([c:4]1[cH:5][n:6][c:7]([O:10][CH2:11][c:12]2[c:13]([CH2:17][CH2:18][CH2:19][CH3:20])[n:14][o:15][cH:16]2)[cH:8][cH:9]1)=[O:21].[CH3:25][OH:26].[ClH:27].[Li+:24].[OH-:23].[OH2:22].[OH2:33]>>[O:2]=[C:3]([c:4]1[cH:5][n:6][c:7]([O:10][CH2:11][c:12]2[c:13]([CH2:17][CH2:18][CH2:19][CH3:20])[n:14][o:15][cH:16]2)[cH:8][cH:9]1)[OH:21]. Starting materials: COCCO[AlH2-]OCCOC.[Na+] (vitride), C1(CC1)NC1=C2C(=NC=C1C(=O)N(C)OC)N(N=C2)CC (4-(cyclopropylamino)-1-ethyl-N-methoxy-N-methyl-1H-pyrazolo[3,4-b]pyridine-5-carboxamide), C(CC(O)(C(=O)O)CC(=O)O)(=O)O (Citric acid). Solvent: C1(=CC=CC=C1)C (Toluene). Run at time 10 minute. Yields the product C1(CC1)NC1=C2C(=NC=C1C=O)N(N=C2)CC (4-cyclopropylamino-1-ethyl-1H-pyrazolo[3,4-b]pyridine-5-carbaldehyde). As a reaction SMILES: COCCO[AlH2-]OCCOC.[Na+].[CH:13]1([NH:16][C:17]2[C:22]([C:23](N(OC)C)=[O:24])=[CH:21][N:20]=[C:19]3[N:29]([CH2:32][CH3:33])[N:30]=[CH:31][C:18]=23)[CH2:15][CH2:14]1.C(O)(=O)CC(CC(O)=O)(C(O)=O)O>C1(C)C=CC=CC=1>[CH:13]1([NH:16][C:17]2[C:22]([CH:23]=[O:24])=[CH:21][N:20]=[C:19]3[N:29]([CH2:32][CH3:33])[N:30]=[CH:31][C:18]=23)[CH2:14][CH2:15]1 |f:0.1|. Procedure details: Toluene was cooled at −19 to −20° C. and vitride (0.50 ml, 0.0034 mole) was added. After about 10 minutes, 4-(cyclopropylamino)-1-ethyl-N-methoxy-N-methyl-1H-pyrazolo[3,4-b]pyridine-5-carboxamide (500 mg, 0.0017 mole) was added and the reaction mixture was stirred for about 4 hours. Citric acid (10%) solution was added dropwise to quench the reaction and the reaction mixture was extracted with ethyl acetate. The organic layer was washed with brine and dried over anhydrous sodium sulfate and conc...